From a dataset of the Open Reaction Database (ORD), a public repository of structured organic reaction records. describe an organic reaction: reactants, conditions, products, and yield Yields the product Nc1nc(NCCC2CC2)nc2c1[nH]c(=O)n2CC1CCOC1. Starting materials: C1COCCO1, CO, COc1nc2c(N)nc(NCCC3CC3)nc2n1CC1CCOC1, Cl, [Na+], [OH-]. As a reaction SMILES: [CH2:30]1[O:31][CH2:32][CH2:33][O:34][CH2:35]1.[CH3:28][OH:29].[CH:1]1([CH2:4][CH2:5][NH:6][c:7]2[n:8][c:9]([NH2:24])[c:10]3[n:11][c:12]([O:22][CH3:23])[n:13]([CH2:16][CH:17]4[CH2:18][O:19][CH2:20][CH2:21]4)[c:14]3[n:15]2)[CH2:2][CH2:3]1.[ClH:25].[Na+:27].[OH-:26]>>[CH:1]1([CH2:4][CH2:5][NH:6][c:7]2[n:8][c:9]([NH2:24])[c:10]3[nH:11][c:12](=[O:22])[n:13]([CH2:16][CH:17]4[CH2:18][O:19][CH2:20][CH2:21]4)[c:14]3[n:15]2)[CH2:2][CH2:3]1. Starting materials: BrC(C(C(=O)OC)=O)C (methyl 3-bromo-2-oxobutanoate), NC1=NC=C(C=C1)Cl (2-amino-5-chloropyridine). Solvent: COCCOC (DME). Run at time 20 hour. Product: Br.ClC=1C=CC(N(C1)C(C(C(=O)OC)=O)C)=N (methyl 3-(5-chloro-2-iminopyridin-1(2H)-yl)-2-oxobutanoate hydrobromide). Isolated yield 62.0%. As a reaction SMILES: [Br:1][CH:2]([CH3:9])[C:3](=[O:8])[C:4]([O:6][CH3:7])=[O:5].[NH2:10][C:11]1[CH:16]=[CH:15][C:14]([Cl:17])=[CH:13][N:12]=1>COCCOC>[BrH:1].[Cl:17][C:14]1[CH:15]=[CH:16][C:11](=[NH:10])[N:12]([CH:2]([CH3:9])[C:3](=[O:8])[C:4]([O:6][CH3:7])=[O:5])[CH:13]=1 |f:3.4|. Procedure: To a solution of methyl 3-bromo-2-oxobutanoate (8.26 g, 42.4 mmol) in DME (33 mL) at room temperature was added 2-amino-5-chloropyridine (5.45 g, 42.4 mmol). The reaction mixture was stirred at room temperature for 20 h. The solid was collected by filtration, washed with EtOAc (2×), and dried under high vacuum to give methyl 3-(5-chloro-2-iminopyridin-1(2H)-yl)-2-oxobutanoate hydrobromide (8.51 g, 26.3 mmol, 62% yield) as a white solid. Starting materials: CN(C)C=O, COC(=O)c1cc(CCl)ccc1OC, [H-], [Na+], c1c[nH]nn1. Yields the product COC(=O)c1cc(Cn2ccnn2)ccc1OC. Reaction SMILES: [CH3:22][N:23]([CH3:24])[CH:25]=[O:26].[CH3:8][O:9][c:10]1[c:11]([C:12](=[O:13])[O:14][CH3:15])[cH:16][c:17]([CH2:20][Cl:21])[cH:18][cH:19]1.[H-:6].[Na+:7].[nH:1]1[n:2][n:3][cH:4][cH:5]1>>[n:1]1([CH2:20][c:17]2[cH:16][c:11]([C:12](=[O:13])[O:14][CH3:15])[c:10]([O:9][CH3:8])[cH:19][cH:18]2)[n:2][n:3][cH:4][cH:5]1. Reactants: FC(C1=CC=C(CBr)C=C1)(F)F (4-(trifluoromethyl)benzyl bromide), Cl.ClCC=1N=C(SC1)C (4-(chloromethyl)-2-methylthiazole hydrochloride), CC=1N=C(SC1C(=O)NCC=1C=NC=CC1)N1C=NNC1=O (4-methyl-2-(5-oxo-1H-1,2,4-triazol-4(5H)-yl)-N-(pyridin-3-ylmethyl)thiazole-5-carboxamide). Product: CC=1N=C(SC1C(=O)NCC=1C=NC=CC1)N1C=NN(C1=O)CC=1N=C(SC1)C (4-methyl-2-(1-((2-methylthiazol-4-yl)methyl)-5-oxo-1H-1,2,4-triazol-4(5H)-yl)-N-(pyridin-3-ylmethyl)thiazole-5-carboxamide). The yield is 34.0%. As a reaction SMILES: FC(F)(F)C1C=CC(CBr)=CC=1.Cl.Cl[CH2:15][C:16]1[N:17]=[C:18]([CH3:21])[S:19][CH:20]=1.[CH3:22][C:23]1[N:24]=[C:25]([N:38]2[C:42](=[O:43])[NH:41][N:40]=[CH:39]2)[S:26][C:27]=1[C:28]([NH:30][CH2:31][C:32]1[CH:33]=[N:34][CH:35]=[CH:36][CH:37]=1)=[O:29]>>[CH3:22][C:23]1[N:24]=[C:25]([N:38]2[C:42](=[O:43])[N:41]([CH2:15][C:16]3[N:17]=[C:18]([CH3:21])[S:19][CH:20]=3)[N:40]=[CH:39]2)[S:26][C:27]=1[C:28]([NH:30][CH2:31][C:32]1[CH:33]=[N:34][CH:35]=[CH:36][CH:37]=1)=[O:29] |f:1.2|. Procedure details: Following the procedure as described in Example 19, making variation as required to replace 4-(trifluoromethyl)benzyl bromide with 4-(chloromethyl)-2-methylthiazole hydrochloride to react with 4-methyl-2-(5-oxo-1H-1,2,4-triazol-4(5H)-yl)-N-(pyridin-3-ylmethyl)thiazole-5-carboxamide, the title compound was obtained as a white solid in 34% yield: 1H NMR (300 MHz, CDCl3) δ 8.57 (br s, 1H), 8.46 (br s, 1H), 8.26 (s, 1H), 7.72-7.63 (m, 1H), 7.30-7.17 (m, 1H), 7.05 (s, 1H), 6.83 (t, J=5.8 Hz, 1H), 5.0... Reactants: O1CCN(CC1)CCOC1=CC=C2C(=C(C(C2=C1)=O)Br)C1=CC=C(C=C1)Cl (6-(2-Morpholino ethoxy)-2-bromo-3-(4-chlorophenyl)-1H-inden-1-one), O1CCN(CC1)CCOC1=CC=C2C(=C(C(C2=C1)=O)Br)C1=CC=CC=C1 (6-(2-morpholinoethoxy)-2-bromo-3-phenyl-1H-inden-1-one), N1=CN=CC(=C1)B(O)O (5-pyrimidinylboronic acid). Product: O1CCN(CC1)CCOC1=CC=C2C(=C(C(C2=C1)=O)C=1C=NC=NC1)C1=CC=C(C=C1)Cl (6-(2-morpholinoethoxy)-3-(4-chlorophenyl)-2-(pyrimidin-5-yl)-1H-inden-1-one). The yield is 71.0%. RXN SMILES: [O:1]1[CH2:6][CH2:5][N:4]([CH2:7][CH2:8][O:9][C:10]2[CH:18]=[C:17]3[C:13]([C:14]([C:21]4[CH:26]=[CH:25][C:24]([Cl:27])=[CH:23][CH:22]=4)=[C:15](Br)[C:16]3=[O:19])=[CH:12][CH:11]=2)[CH2:3][CH2:2]1.O1CCN(CCOC2C=C3C(C(C4C=CC=CC=4)=C(Br)C3=O)=CC=2)CC1.[N:54]1[CH:59]=[C:58](B(O)O)[CH:57]=[N:56][CH:55]=1>>[O:1]1[CH2:6][CH2:5][N:4]([CH2:7][CH2:8][O:9][C:10]2[CH:18]=[C:17]3[C:13]([C:14]([C:21]4[CH:26]=[CH:25][C:24]([Cl:27])=[CH:23][CH:22]=4)=[C:15]([C:58]4[CH:59]=[N:54][CH:55]=[N:56][CH:57]=4)[C:16]3=[O:19])=[CH:12][CH:11]=2)[CH2:3][CH2:2]1. Procedure details: The procedure of Step 7 of Example 1 was repeated except for using 6-(2-morpholinoethoxy)-2-bromo-3-(4-chlorophenyl)-1H-inden-1-one obtained in Step 6 of Example 28 as a starting material instead of 6-(2-morpholinoethoxy)-2-bromo-3-phenyl-1H-inden-1-one, 5-pyrimidinylboronic acid instead of 3-pyridinylboronic acid, and being purified by silica gel column chromatography (acetone/hexanes=2:3) to obtain the title compound (71%). Starting materials: CCO, CCOC(=O)c1nn(C)cc1C, [Na+], [OH-]. Product: Cc1cn(C)nc1C(=O)O. Reaction SMILES: [CH3:15][CH2:16][OH:17].[CH3:1][n:2]1[n:3][c:4]([C:8](=[O:9])[O:10][CH2:11][CH3:12])[c:5]([CH3:7])[cH:6]1.[Na+:14].[OH-:13]>>[CH3:1][n:2]1[n:3][c:4]([C:8](=[O:9])[OH:10])[c:5]([CH3:7])[cH:6]1. Reactants: CCN(CC)c1cccc(N(CC)CC)c1, CCN(CC)c1ccc(C(=O)c2ccccc2C(=O)O)c(C)c1, CC(=O)OC(C)=O, O. Product: CCN(CC)c1ccc(C2(c3ccc(N(CC)CC)cc3N(CC)CC)OC(=O)c3ccccc32)c(C)c1. As a reaction SMILES: [CH2:24]([CH3:25])[N:26]([c:27]1[cH:28][c:29]([N:33]([CH2:34][CH3:35])[CH2:36][CH3:37])[cH:30][cH:31][cH:32]1)[CH2:38][CH3:39].[CH3:1][c:2]1[c:3]([C:4](=[O:5])[c:6]2[c:7]([C:8](=[O:9])[OH:10])[cH:11][cH:12][cH:13][cH:14]2)[cH:15][cH:16][c:17]([N:19]([CH2:20][CH3:21])[CH2:22][CH3:23])[cH:18]1.[CH3:40][C:41]([O:42][C:43](=[O:44])[CH3:45])=[O:46].[OH2:47]>>[CH3:1][c:2]1[c:3]([C:4]2([c:30]3[c:29]([N:33]([CH2:34][CH3:35])[CH2:36][CH3:37])[cH:28][c:27]([N:26]([CH2:24][CH3:25])[CH2:38][CH3:39])[cH:32][cH:31]3)[O:5][C:8](=[O:9])[c:7]3[c:6]2[cH:14][cH:13][cH:12][cH:11]3)[cH:15][cH:16][c:17]([N:19]([CH2:20][CH3:21])[CH2:22][CH3:23])[cH:18]1. The reactants are BrB(Br)Br, ClCCl, COc1cc(-c2nn(C)c(C(F)(F)F)c2Cl)c(F)cc1Cl, O. Product: Cn1nc(-c2cc(O)c(Cl)cc2F)c(Cl)c1C(F)(F)F. RXN SMILES: [B:22]([Br:23])([Br:24])[Br:25].[CH2:27]([Cl:28])[Cl:29].[Cl:1][c:2]1[c:3](-[c:12]2[c:13]([F:21])[cH:14][c:15]([Cl:20])[c:16]([O:18][CH3:19])[cH:17]2)[n:4][n:5]([CH3:11])[c:6]1[C:7]([F:8])([F:9])[F:10].[OH2:26]>>[Cl:1][c:2]1[c:3](-[c:12]2[c:13]([F:21])[cH:14][c:15]([Cl:20])[c:16]([OH:18])[cH:17]2)[n:4][n:5]([CH3:11])[c:6]1[C:7]([F:8])([F:9])[F:10].